From a dataset of the Open Reaction Database (ORD), a public repository of structured organic reaction records. describe an organic reaction: reactants, conditions, products, and yield Starting materials: C(C)(C)(C)OC(=O)N1CCC(CC1)(C(=O)O)C1=CC=CC=C1 (1-tert-butoxycarbonyl-4-phenyl-piperidine-4-carboxylic acid), N(C)C ((CH3)2NH). Product: CN(C(=O)C1(CCN(CC1)C(=O)OC(C)(C)C)C1=CC=CC=C1)C (1-tert-butoxycarbonyl-4-phenyl-piperidine-4-carboxylic acid dimethyl-amide). RXN SMILES: [C:1]([O:5][C:6]([N:8]1[CH2:13][CH2:12][C:11]([C:17]2[CH:22]=[CH:21][CH:20]=[CH:19][CH:18]=2)([C:14](O)=[O:15])[CH2:10][CH2:9]1)=[O:7])([CH3:4])([CH3:3])[CH3:2].[NH:23]([CH3:25])[CH3:24]>>[CH3:24][N:23]([CH3:25])[C:14]([C:11]1([C:17]2[CH:22]=[CH:21][CH:20]=[CH:19][CH:18]=2)[CH2:12][CH2:13][N:8]([C:6]([O:5][C:1]([CH3:4])([CH3:3])[CH3:2])=[O:7])[CH2:9][CH2:10]1)=[O:15]. Reported procedure: Prepare by the method of example 20.8 using 1-tert-butoxycarbonyl-4-phenyl-piperidine-4-carboxylic acid (4.0 mmol) and (CH3)2NH. Purify to give the title compound.